describe an organic reaction: reactants, conditions, products, and yield From a dataset of the Open Reaction Database (ORD), a public repository of structured organic reaction records. Reactants: IC[C@H]1NC(C2=CC=CC=C2C1)=O ((S)-3-iodomethyl-3,4-dihydro-2H-isoquinolin-1-one), C(C1=CC=CC=C1)OC1=C(C=CC(=C1)I)N1CC(N(S1(=O)=O)CC[Si](C)(C)C)=O (5-(2-benzyloxy-4-iodophenyl)-1,1-dioxo-2-(2-trimethylsilanylethyl)-1,2,5-thiadiazolidin-3-one). Yields the product C(C1=CC=CC=C1)OC=1C=C(C[C@H]2NC(C3=CC=CC=C3C2)=O)C=CC1N1S(N(C(C1)=O)CC[Si](C)(C)C)(=O)=O ((R)-3-{3-Benzyloxy-4-[1,1,4-trioxo-5-(2-trimethylsilanylethyl)-1,2,5-thiadiazolidin-2-yl]-benzyl}-3,4-dihydro-2H-isoquinolin-1-one). Reaction SMILES: I[CH2:2][C@@H:3]1[CH2:12][C:11]2[C:6](=[CH:7][CH:8]=[CH:9][CH:10]=2)[C:5](=[O:13])[NH:4]1.[CH2:14]([O:21][C:22]1[CH:27]=[C:26](I)[CH:25]=[CH:24][C:23]=1[N:29]1[S:33](=[O:35])(=[O:34])[N:32]([CH2:36][CH2:37][Si:38]([CH3:41])([CH3:40])[CH3:39])[C:31](=[O:42])[CH2:30]1)[C:15]1[CH:20]=[CH:19][CH:18]=[CH:17][CH:16]=1>>[CH2:14]([O:21][C:22]1[CH:27]=[C:26]([CH:25]=[CH:24][C:23]=1[N:29]1[CH2:30][C:31](=[O:42])[N:32]([CH2:36][CH2:37][Si:38]([CH3:39])([CH3:40])[CH3:41])[S:33]1(=[O:34])=[O:35])[CH2:2][C@@H:3]1[CH2:12][C:11]2[C:6](=[CH:7][CH:8]=[CH:9][CH:10]=2)[C:5](=[O:13])[NH:4]1)[C:15]1[CH:20]=[CH:19][CH:18]=[CH:17][CH:16]=1. Reported procedure: The title compound is prepared from (S)-3-iodomethyl-3,4-dihydro-2H-isoquinolin-1-one and 5-(2-benzyloxy-4-iodophenyl)-1,1-dioxo-2-(2-trimethylsilanylethyl)-1,2,5-thiadiazolidin-3-one analogous to the method used in Example 57, step B. Starting materials: CC(C)CCON=O, ICI, Nc1cccc2ncccc12. Yields the product Ic1cccc2ncccc12. As a reaction SMILES: [CH2:12]([O:13][N:14]=[O:15])[CH2:16][CH:17]([CH3:18])[CH3:19].[I:20][CH2:21][I:22].[NH2:1][c:2]1[c:3]2[cH:4][cH:5][cH:6][n:7][c:8]2[cH:9][cH:10][cH:11]1>>[c:2]1([I:20])[c:3]2[cH:4][cH:5][cH:6][n:7][c:8]2[cH:9][cH:10][cH:11]1. Reactants: C(C1=CC=CC=C1)N1CCC(CC1)(O)C1=CC=C(C=C1)CCOCOC (1-benzyl-4-[4-[2-(methoxymethoxy)ethyl]phenyl]piperidin-4-ol), C1(=CC=C(C=C1)S(=O)(=O)O)C (p-toluenesulfonic acid), C([O-])(O)=O.[Na+] (sodium bicarbonate), O (water). The solvent is C1(=CC=CC=C1)C (toluene). Product: C(C1=CC=CC=C1)N1CC=C(CC1)C1=CC=C(CCO)C=C1 (4-(1-Benzyl-1,2,5,6-tetrahydropyrid-4-yl)phenethyl alcohol). Yield: 24.2%. As a reaction SMILES: [CH2:1]([N:8]1[CH2:13][CH2:12][C:11]([C:15]2[CH:20]=[CH:19][C:18]([CH2:21][CH2:22][O:23]COC)=[CH:17][CH:16]=2)(O)[CH2:10][CH2:9]1)[C:2]1[CH:7]=[CH:6][CH:5]=[CH:4][CH:3]=1.C1(C)C=CC(S(O)(=O)=O)=CC=1.O.C(=O)(O)[O-].[Na+]>C1(C)C=CC=CC=1>[CH2:1]([N:8]1[CH2:13][CH2:12][C:11]([C:15]2[CH:16]=[CH:17][C:18]([CH2:21][CH2:22][OH:23])=[CH:19][CH:20]=2)=[CH:10][CH2:9]1)[C:2]1[CH:3]=[CH:4][CH:5]=[CH:6][CH:7]=1 |f:3.4|. Procedure: To a solution of 1.0 g of 1-benzyl-4-[4-[2-(methoxymethoxy)ethyl]phenyl]piperidin-4-ol in 30 ml of toluene was added 2.0 g of p-toluenesulfonic acid. Then the resulting mixture was heated under reflux for 1 hour while eliminating the water thus formed with a Dean Stark trap. Then the reaction mixture was brought back to room temperature and a saturated aqueous solution of sodium bicarbonate was added thereto. Then it was extracted with ethyl acetate, washed with a saturated aqueous solution of s... Reactants: C1=CC=NC(=C1)C(C(=O)C2=CC=CC=N2)O (α-pyridoin), ClCC(=O)Cl (Chloroacetyl chloride). Solvent: C(C)#N (acetonitrile), C(C)#N (acetonitrile). Reaction conditions: time 1 hour. The product is ClCC(=O)OC(C(=O)C1=NC=CC=C1)C1=NC=CC=C1 (2-Chloroacetoxy-1,2-di-(2-pyridyl)ethanone). As a reaction SMILES: [Cl:1][CH2:2][C:3](Cl)=[O:4].[CH:6]1[CH:11]=[C:10]([CH:12]([OH:21])[C:13]([C:15]2[N:20]=[CH:19][CH:18]=[CH:17][CH:16]=2)=[O:14])[N:9]=[CH:8][CH:7]=1>C(#N)C>[Cl:1][CH2:2][C:3]([O:14][CH:13]([C:15]1[CH:16]=[CH:17][CH:18]=[CH:19][N:20]=1)[C:12]([C:10]1[CH:11]=[CH:6][CH:7]=[CH:8][N:9]=1)=[O:21])=[O:4]. Procedure details: Chloroacetyl chloride (1.4 g, 0.0123 mole) in an equal amount of dry acetonitrile was added dropwise with stirring to 5.4 g (0.0252 mole) of α-pyridoin in 50 ml of dry acetonitrile. The reaction mixture was stirred one hour. The orange solid was filtered off and washed with acetonitrile. Starting materials: C(C1=CC=CC=C1)OC=1C=C2C=C(NC2=CC1C)C(=O)O (5-benzyloxy-6-methyl-1H-indole-2-carboxylic acid), Cl (hydrochloric acid). The reagents and catalysts are [Cu] (copper). Run in N1=CC=CC2=CC=CC=C12 (quinoline). Reaction conditions: temperature 220 celsius, time 20 minute. Yields the product C(C1=CC=CC=C1)OC=1C=C2C=CNC2=CC1C (5-Benzyloxy-6-methyl-1H-indole). Yield: 41.5%. RXN SMILES: [CH2:1]([O:8][C:9]1[CH:10]=[C:11]2[C:15](=[CH:16][C:17]=1[CH3:18])[NH:14][C:13](C(O)=O)=[CH:12]2)[C:2]1[CH:7]=[CH:6][CH:5]=[CH:4][CH:3]=1.Cl>N1C2C(=CC=CC=2)C=CC=1.[Cu]>[CH2:1]([O:8][C:9]1[CH:10]=[C:11]2[C:15](=[CH:16][C:17]=1[CH3:18])[NH:14][CH:13]=[CH:12]2)[C:2]1[CH:3]=[CH:4][CH:5]=[CH:6][CH:7]=1. Procedure: To a solution of 5-benzyloxy-6-methyl-1H-indole-2-carboxylic acid (0.6 g) in quinoline (6 mL) was added copper powder (0.15 g), and this mixture was stirred at 220° C. for 20 minutes. This reaction mixture was poured into 1 mol/L hydrochloric acid, the resulting mixture was extracted with ethyl acetate. This organic layer was washed with brine, and dried over anhydrous magnesium sulfate. The solvent was removed under reduced pressure. The residue was purified by column chromatography on silica g... The reactants are OC(C(C(=O)OC(C)(C)C)CC=1OC(=CC1)C(NC1=CC=CC=C1)=O)C (tert-butyl (2RS,3SR)-3-hydroxy-2-{5-(phenylcarbamoyl)-2-furylmethyl}butanoate), [BH4-].[Li+] (lithium borohydride), Cl (hydrochloric acid). The solvent is O1CCCC1 (tetrahydrofuran). Conditions: temperature 0 celsius. The product is OCC(C(C)O)CC=1OC(=CC1)C(NC1=CC=CC=C1)=O ((2RS,3SR)-3-(hydroxymethyl)-4-{5-(phenylcarbamoyl)-2-furyl}butan-2-ol). Yield: 64.6%. Reaction SMILES: [OH:1][CH:2]([CH3:26])[CH:3]([CH2:11][C:12]1[O:13][C:14]([C:17](=[O:25])[NH:18][C:19]2[CH:24]=[CH:23][CH:22]=[CH:21][CH:20]=2)=[CH:15][CH:16]=1)[C:4](OC(C)(C)C)=[O:5].[BH4-].[Li+].Cl>O1CCCC1>[OH:5][CH2:4][CH:3]([CH2:11][C:12]1[O:13][C:14]([C:17](=[O:25])[NH:18][C:19]2[CH:24]=[CH:23][CH:22]=[CH:21][CH:20]=2)=[CH:15][CH:16]=1)[CH:2]([OH:1])[CH3:26] |f:1.2|. Procedure details: 3.0 g of tert-butyl (2RS,3SR)-3-hydroxy-2-{5-(phenylcarbamoyl)-2-furylmethyl}butanoate [the compound prepared in Reference Example 3(2)] in 30 ml of tetrahydrofuran was stirred together with 1.09 g of lithium borohydride at room temperature for 2 hours. The reaction solution was cooled to 0° C., mixed with 2N hydrochloric acid and extracted with ethyl acetate, and the organic layer was dried over anhydrous magnesium sulfate. The desiccant was filtered off, and the solvent was distilled off under...